Dataset: the Open Reaction Database (ORD), a public repository of structured organic reaction records. Task: describe an organic reaction: reactants, conditions, products, and yield The reactants are CO, Cl, COC(=O)c1cccc(C(=O)N(C)Cc2ccc(F)c(-c3cccc(CN4CCN(C)CC4)c3)c2)c1, [Li+], [OH-], O, O. Product: CN1CCN(Cc2cccc(-c3cc(CN(C)C(=O)c4cccc(C(=O)O)c4)ccc3F)c2)CC1. Reaction SMILES: [CH3:41][OH:42].[ClH:40].[F:1][c:2]1[cH:3][cH:4][c:5]([CH2:22][N:23]([C:24](=[O:25])[c:26]2[cH:27][c:28]([C:29](=[O:30])[O:31][CH3:32])[cH:33][cH:34][cH:35]2)[CH3:36])[cH:6][c:7]1-[c:8]1[cH:9][c:10]([CH2:14][N:15]2[CH2:16][CH2:17][N:18]([CH3:21])[CH2:19][CH2:20]2)[cH:11][cH:12][cH:13]1.[Li+:38].[OH-:37].[OH2:39].[OH2:43]>>[F:1][c:2]1[cH:3][cH:4][c:5]([CH2:22][N:23]([C:24](=[O:25])[c:26]2[cH:27][c:28]([C:29](=[O:30])[OH:31])[cH:33][cH:34][cH:35]2)[CH3:36])[cH:6][c:7]1-[c:8]1[cH:9][c:10]([CH2:14][N:15]2[CH2:16][CH2:17][N:18]([CH3:21])[CH2:19][CH2:20]2)[cH:11][cH:12][cH:13]1. Reactants: CI, COCCOC, COc1cc2c(c(Cl)c1Cl)C(=O)C(C1CCCC1)C2, COC1(Cl)CC2=C(C=C1Cl)C(=O)C(C)(C1CCCC1)C2, [H-], [H][H], [Na+]. Product: COc1cc2c(c(Cl)c1Cl)C(=O)C(C)(C1CCCC1)C2. RXN SMILES: [CH3:24][I:25].[CH3:46][O:47][CH2:48][CH2:49][O:50][CH3:51].[Cl:1][c:2]1[c:3]([O:18][CH3:19])[cH:4][c:5]2[c:9]([c:10]1[Cl:11])[C:8](=[O:12])[CH:7]([CH:13]1[CH2:14][CH2:15][CH2:16][CH2:17]1)[CH2:6]2.[Cl:26][C:27]1([O:28][CH3:29])[C:30]([Cl:31])=[CH:32][C:33]2=[C:44]([CH2:43][C:36]([CH:37]3[CH2:38][CH2:39][CH2:40][CH2:41]3)([CH3:42])[C:34]2=[O:35])[CH2:45]1.[H-:20].[H:22][H:23].[Na+:21]>>[Cl:1][c:2]1[c:3]([O:18][CH3:19])[cH:4][c:5]2[c:9]([c:10]1[Cl:11])[C:8](=[O:12])[C:7]([CH:13]1[CH2:14][CH2:15][CH2:16][CH2:17]1)([CH3:27])[CH2:6]2. The reactants are Br, CCO, COc1csc(C)c1C1CCNCC1, [K+], [OH-], O, c1cc[nH+]cc1. Yields the product Cc1scc(O)c1C1CCNCC1. As a reaction SMILES: [BrH:1].[CH3:25][CH2:26][OH:27].[CH3:8][O:9][c:10]1[c:11]([CH:16]2[CH2:17][CH2:18][NH:19][CH2:20][CH2:21]2)[c:12]([CH3:15])[s:13][cH:14]1.[K+:23].[OH-:22].[OH2:24].[nH+:2]1[cH:3][cH:4][cH:5][cH:6][cH:7]1>>[OH:9][c:10]1[c:11]([CH:16]2[CH2:17][CH2:18][NH:19][CH2:20][CH2:21]2)[c:12]([CH3:15])[s:13][cH:14]1. The reactants are [H-].[Na+] (Sodium hydride), NC1=C(C=C(OC2=C(C(=NC=C2)N)NC(OCC)=O)C=C1)F (Ethyl 4-(4-amino-3-fluorophenoxy)-2-aminopyridin-3-yl-carbamate), CI (Methyl iodide). The solvent is C1CCOC1 (THF). Conditions: temperature 0 celsius, time 40 minute. Yields the product NC1=C(C=C(OC2=C(C(=NC=C2)N)N(C(OCC)=O)C)C=C1)F (Ethyl 4-(4-amino-3-fluorophenoxy)-2-aminopyridin-3-yl-methyl-carbamate). Reaction SMILES: [NH2:1][C:2]1[CH:21]=[CH:20][C:5]([O:6][C:7]2[CH:12]=[CH:11][N:10]=[C:9]([NH2:13])[C:8]=2[NH:14][C:15](=[O:19])[O:16][CH2:17][CH3:18])=[CH:4][C:3]=1[F:22].[H-].[Na+].[CH3:25]I>C1COCC1>[NH2:1][C:2]1[CH:21]=[CH:20][C:5]([O:6][C:7]2[CH:12]=[CH:11][N:10]=[C:9]([NH2:13])[C:8]=2[N:14]([CH3:25])[C:15](=[O:19])[O:16][CH2:17][CH3:18])=[CH:4][C:3]=1[F:22] |f:1.2|. Procedure details: Ethyl 4-(4-amino-3-fluorophenoxy)-2-aminopyridin-3-yl-carbamate (6a) (480 mg, 1.6 mmol) was dissolved in dry THF (8 mL) and cooled at 0° C. Sodium hydride (60% in mineral oil, 80 mg, 2.0 mmol) was added, and the reaction mixture was stirred for 40 minutes at 0° C. Methyl iodide (130 μL, 1.8 mmol) was added at 0° C. The ice bath was removed, and the mixture was stirred at room temperature for 18 hours. The solvent was evaporated and the residue partitioned between DCM and distilled water. The org... Reactants: N#Cc1cc(Br)c2cnn(-c3ccc(OCc4ccccc4)c(F)c3)c2c1, CC(C)c1cc(C(C)C)c(-c2ccccc2P(C(C)(C)C)C(C)(C)C)c(C(C)C)c1, CCOC(C)=O, Cl, [K+], O=C(C=Cc1ccccc1)C=Cc1ccccc1, C1COCCO1, O=C(C=Cc1ccccc1)C=Cc1ccccc1, O=C(C=Cc1ccccc1)C=Cc1ccccc1, [OH-], O, [Pd], [Pd]. The product is N#Cc1cc(O)c2cnn(-c3ccc(OCc4ccccc4)c(F)c3)c2c1. As a reaction SMILES: [Br:1][c:2]1[c:3]2[cH:4][n:5][n:6](-[c:13]3[cH:14][c:15]([F:27])[c:16]([O:19][CH2:20][c:21]4[cH:22][cH:23][cH:24][cH:25][cH:26]4)[cH:17][cH:18]3)[c:7]2[cH:8][c:9]([C:11]#[N:12])[cH:10]1.[CH3:30][C:31]([P:32]([C:33]([CH3:34])([CH3:35])[CH3:36])[c:37]1[cH:38][cH:39][cH:40][cH:41][c:42]1-[c:43]1[c:44]([CH:45]([CH3:46])[CH3:47])[cH:48][c:49]([CH:50]([CH3:51])[CH3:52])[cH:53][c:54]1[CH:55]([CH3:56])[CH3:57])([CH3:58])[CH3:59].[CH3:68][CH2:69][O:70][C:71](=[O:72])[CH3:73].[ClH:60].[K+:29].[O:112]=[C:113]([CH:114]=[CH:115][c:116]1[cH:117][cH:118][cH:119][cH:120][cH:121]1)[CH:122]=[CH:123][c:124]1[cH:125][cH:126][cH:127][cH:128][cH:129]1.[O:61]1[CH2:62][CH2:63][O:64][CH2:65][CH2:66]1.[O:76]=[C:77]([CH:78]=[CH:79][c:80]1[cH:81][cH:82][cH:83][cH:84][cH:85]1)[CH:86]=[CH:87][c:88]1[cH:89][cH:90][cH:91][cH:92][cH:93]1.[O:94]=[C:95]([CH:96]=[CH:97][c:98]1[cH:99][cH:100][cH:101][cH:102][cH:103]1)[CH:104]=[CH:105][c:106]1[cH:107][cH:108][cH:109][cH:110][cH:111]1.[OH-:28].[OH2:67].[Pd:74].[Pd:75]>>[c:2]1([OH:28])[c:3]2[cH:4][n:5][n:6](-[c:13]3[cH:14][c:15]([F:27])[c:16]([O:19][CH2:20][c:21]4[cH:22][cH:23][cH:24][cH:25][cH:26]4)[cH:17][cH:18]3)[c:7]2[cH:8][c:9]([C:11]#[N:12])[cH:10]1. The reactants are NC=1C(=CC(=C(C(=O)OC)C1)OC)OC (methyl 5-amino-2,4-dimethoxybenzoate), Cl (hydrochloric acid), N(=O)[O-].[Na+] (sodium nitrite), cuprous chloride. Solvent: O (water), CC(=O)C (acetone), O (water). Yields the product ClC=1C(=CC(=C(C(=O)OC)C1)OC)OC (methyl 5-chloro-2,4-dimethoxybenzoate). RXN SMILES: N[C:2]1[C:3]([O:14][CH3:15])=[CH:4][C:5]([O:12][CH3:13])=[C:6]([CH:11]=1)[C:7]([O:9][CH3:10])=[O:8].N([O-])=O.[Na+].[ClH:20]>O.CC(C)=O>[Cl:20][C:2]1[C:3]([O:14][CH3:15])=[CH:4][C:5]([O:12][CH3:13])=[C:6]([CH:11]=1)[C:7]([O:9][CH3:10])=[O:8] |f:1.2|. Procedure details: A 0.65 g portion of methyl 5-amino-2,4-dimethoxybenzoate was dissolved in a mixture solvent of 1.5 ml of water and 10 ml of acetone, and 1.3 ml of concentrated hydrochloric acid was added thereto, followed by dropwise addition of 0.23 g of sodium nitrite dissolved in 1 ml of water under ice-cooling and subsequent stirring for a while. Next, 0.35 g of cuprous chloride was added and the mixture was warmed up to room temperature. After completion of the reaction, insoluble matter was filtered and t... Reactants: C[SiH](C)OC(Cc1ccncc1)C(C)(C)C, ClCCl, O=C(OO)c1cccc(Cl)c1. Yields the product C[SiH](C)OC(Cc1cc[n+]([O-])cc1)C(C)(C)C. As a reaction SMILES: [C:1]([CH3:2])([CH3:3])([CH3:4])[CH:5]([CH2:6][c:7]1[cH:8][cH:9][n:10][cH:11][cH:12]1)[O:13][SiH:14]([CH3:15])[CH3:16].[CH2:28]([Cl:29])[Cl:30].[Cl:17][c:18]1[cH:19][cH:20][cH:21][c:22]([C:23]([O:24][OH:26])=[O:25])[cH:27]1>>[C:1]([CH3:2])([CH3:3])([CH3:4])[CH:5]([CH2:6][c:7]1[cH:8][cH:9][n+:10]([O-:25])[cH:11][cH:12]1)[O:13][SiH:14]([CH3:15])[CH3:16].